The task is: describe an organic reaction: reactants, conditions, products, and yield. This data is from the Open Reaction Database (ORD), a public repository of structured organic reaction records. Reactants: CN(C=CC(=O)C1=NN(C=CC1=O)C1=CC=C(C=C1)F)C (3-[3-(dimethylamino)prop-2-enoyl]-1-(4-fluorophenyl)pyridazin-4(1H)-one), C1(=CC=CC=C1)NN (phenylhydrazine). Solvent: CO (methanol). The product is FC1=CC=C(C=C1)N1N=C(C(C=C1)=O)C1=CC=NN1C1=CC=CC=C1 (1-(4-fluorophenyl)-3-(1-phenyl-1H-pyrazol-5-yl)pyridazin-4(1H)-one). Isolated yield 27.0%. Reaction SMILES: C[N:2](C)[CH:3]=[CH:4][C:5]([C:7]1[C:12](=[O:13])[CH:11]=[CH:10][N:9]([C:14]2[CH:19]=[CH:18][C:17]([F:20])=[CH:16][CH:15]=2)[N:8]=1)=O.[C:22]1([NH:28]N)[CH:27]=[CH:26][CH:25]=[CH:24][CH:23]=1>CO>[F:20][C:17]1[CH:18]=[CH:19][C:14]([N:9]2[CH:10]=[CH:11][C:12](=[O:13])[C:7]([C:5]3[N:28]([C:22]4[CH:27]=[CH:26][CH:25]=[CH:24][CH:23]=4)[N:2]=[CH:3][CH:4]=3)=[N:8]2)=[CH:15][CH:16]=1. Reported procedure: To a solution of 3-[3-(dimethylamino)prop-2-enoyl]-1-(4-fluorophenyl)pyridazin-4(1H)-one (crude 840 mg, 2.93 mmol) in 20 mL of methanol was added phenylhydrazine (474 mg, 4.39 mmol) The mixture was refluxed for 4 h and concentrated. The residue was dissolved in dichloromethane (20 mL), washed with 1N HCl aqueous solution and brine, dried over Na2SO4, and concentrated under reduced pressure. The residue was purified by prep-HPLC to give 1-(4-fluorophenyl)-3-(1-phenyl-1H-pyrazol-5-yl)pyridazin-4(1...